Task: describe an organic reaction: reactants, conditions, products, and yield. Dataset: the Open Reaction Database (ORD), a public repository of structured organic reaction records Starting materials: BrC[C@H](CC)C ((S)-1-bromo-2-methylbutane), FC(S(=O)(=O)OC1=C(C=C(C=C1F)C1CC[Si](CC1)(C1=CC=CC=C1)CCCCC)F)(F)F ((2,6-difluoro-4-(4-n-pentyl-4-phenyl-4-silacyclohexyl)phenyl) trifluoromethanesulfonate). Product: C(CCCC)[Si@@H]1CC[C@H](CC1)C1=CC(=C(C(=C1)F)C[C@H](CC)C)F ((S)-4-(trans-4-n-pentyl-4-silacyclohexyl)-1-(2-methylbutyl)-2,6-difluorobenzene). As a reaction SMILES: Br[CH2:2][C@@H:3]([CH3:6])[CH2:4][CH3:5].FC(F)(F)S(O[C:13]1[C:18]([F:19])=[CH:17][C:16]([CH:20]2[CH2:25][CH2:24][Si:23](CCCCC)([C:26]3C=[CH:30][CH:29]=[CH:28][CH:27]=3)[CH2:22][CH2:21]2)=[CH:15][C:14]=1[F:37])(=O)=O>>[CH2:26]([Si@H:23]1[CH2:24][CH2:25][C@H:20]([C:16]2[CH:17]=[C:18]([F:19])[C:13]([CH2:2][C@@H:3]([CH3:6])[CH2:4][CH3:5])=[C:14]([F:37])[CH:15]=2)[CH2:21][CH2:22]1)[CH2:27][CH2:28][CH2:29][CH3:30]. Procedure: The general procedure of Example 18 was repeated using (S)-1-bromo-2-methylbutane and (2,6-difluoro-4-(4-n-pentyl-4-phenyl-4-silacyclohexyl)phenyl) trifluoromethanesulfonate, thereby obtaining the intended compound. The product is FC1=C(CN(C(C2=CC=CC=C2)=O)C2=CC=C(C=C2)S(=O)(=O)C)C=C(C=C1)C=1C=C(C=C2C=CC=NC12)C(C)(C)S(=O)(=O)C (N-{2-Fluoro-5-[6-(1-methanesulfonyl-1-methyl-ethyl)-quinolin-8-yl]-benzyl}-N-(4-methanesulfonyl-phenyl)-benzamide). Starting materials: FC1=C(CNC2=CC=C(C=C2)S(=O)(=O)C)C=C(C=C1)C=1C=C(C=C2C=CC=NC12)C(C)(C)S(=O)(=O)C ({2-fluoro-5-[6-(1-methanesulfonyl-1-methyl-ethyl)-quinolin-8-yl]-benzyl}-(4-methanesulfonyl-phenyl)-amine), C(Cl)Cl (CH2Cl2), CCOC(=O)C (EtOAc). Reported procedure: Prepared in two steps according to the procedures described in EXAMPLE 44 (Steps 2 and 3) but using {2-fluoro-5-[6-(1-methanesulfonyl-1-methyl-ethyl)-quinolin-8-yl]-benzyl}-(4-methanesulfonyl-phenyl)-amine from EXAMPLE 61 (Step 4) as the starting material. Flash chromatography (CH2Cl2:EtOAc; 3:7) afforded the title compound as a foam. As a reaction SMILES: [F:1][C:2]1[CH:19]=[CH:18][C:17]([C:20]2[CH:21]=[C:22]([C:30]([S:33]([CH3:36])(=[O:35])=[O:34])([CH3:32])[CH3:31])[CH:23]=[C:24]3[C:29]=2[N:28]=[CH:27][CH:26]=[CH:25]3)=[CH:16][C:3]=1[CH2:4][NH:5][C:6]1[CH:11]=[CH:10][C:9]([S:12]([CH3:15])(=[O:14])=[O:13])=[CH:8][CH:7]=1.C(Cl)Cl.CCO[C:43]([CH3:45])=[O:44]>>[F:1][C:2]1[CH:19]=[CH:18][C:17]([C:20]2[CH:21]=[C:22]([C:30]([S:33]([CH3:36])(=[O:34])=[O:35])([CH3:32])[CH3:31])[CH:23]=[C:24]3[C:29]=2[N:28]=[CH:27][CH:26]=[CH:25]3)=[CH:16][C:3]=1[CH2:4][N:5]([C:6]1[CH:7]=[CH:8][C:9]([S:12]([CH3:15])(=[O:13])=[O:14])=[CH:10][CH:11]=1)[C:43](=[O:44])[C:45]1[CH:18]=[CH:19][CH:2]=[CH:3][CH:4]=1. The reactants are CN1C(=O)C(=O)c2cc(S(=O)(=O)N3CCCC3COc3ccccc3)ccc21, Fc1ccc(CBr)cc1, O=C1Nc2ccc(S(=O)(=O)N3CCC3COc3ccccc3)cc2C1=O. Product: O=C1C(=O)N(Cc2ccc(F)cc2)c2ccc(S(=O)(=O)N3CCC3COc3ccccc3)cc21. RXN SMILES: [CH3:1][N:2]1[c:3]2[c:4]([cH:5][c:6]([S:7]([N:8]3[CH2:9][CH2:10][CH2:11][CH:12]3[CH2:13][O:14][c:15]3[cH:16][cH:17][cH:18][cH:19][cH:20]3)(=[O:21])=[O:22])[cH:23][cH:24]2)[C:25](=[O:26])[C:27]1=[O:28].[F:55][c:56]1[cH:57][cH:58][c:59]([CH2:60][Br:61])[cH:62][cH:63]1.[O:29]([c:30]1[cH:31][cH:32][cH:33][cH:34][cH:35]1)[CH2:36][CH:37]1[N:38]([S:41](=[O:42])(=[O:43])[c:44]2[cH:45][c:46]3[c:50]([cH:51][cH:52]2)[NH:49][C:48](=[O:53])[C:47]3=[O:54])[CH2:39][CH2:40]1>>[O:29]([c:30]1[cH:31][cH:32][cH:33][cH:34][cH:35]1)[CH2:36][CH:37]1[N:38]([S:41](=[O:42])(=[O:43])[c:44]2[cH:45][c:46]3[c:50]([cH:51][cH:52]2)[N:49]([CH2:60][c:59]2[cH:58][cH:57][c:56]([F:55])[cH:63][cH:62]2)[C:48](=[O:53])[C:47]3=[O:54])[CH2:39][CH2:40]1. Reactants: COC(=O)CBr, CN(C)C=O, COC1CC(C(=O)Nc2ccc(N3CCOCC3=O)cc2)N(C(=O)OC(C)(C)C)C1, [H-], [Na+]. The product is COC(=O)CN(C(=O)C1CC(OC)CN1C(=O)OC(C)(C)C)c1ccc(N2CCOCC2=O)cc1. RXN SMILES: [Br:33][CH2:34][C:35](=[O:36])[O:37][CH3:38].[CH3:39][N:40]([CH3:41])[CH:42]=[O:43].[CH3:3][O:4][CH:5]1[CH2:6][CH:7]([C:17]([NH:18][c:19]2[cH:20][cH:21][c:22]([N:25]3[C:26](=[O:31])[CH2:27][O:28][CH2:29][CH2:30]3)[cH:23][cH:24]2)=[O:32])[N:8]([C:10](=[O:11])[O:12][C:13]([CH3:14])([CH3:15])[CH3:16])[CH2:9]1.[H-:1].[Na+:2]>>[CH3:3][O:4][CH:5]1[CH2:6][CH:7]([C:17]([N:18]([c:19]2[cH:20][cH:21][c:22]([N:25]3[C:26](=[O:31])[CH2:27][O:28][CH2:29][CH2:30]3)[cH:23][cH:24]2)[CH2:34][C:35](=[O:36])[O:37][CH3:38])=[O:32])[N:8]([C:10](=[O:11])[O:12][C:13]([CH3:14])([CH3:15])[CH3:16])[CH2:9]1. Starting materials: NC=1C=CC(=C(C1)[C@]1(N=C(O[C@@H](C1)C(F)(F)F)N)C)F ((4S,6S)-4-(5-amino-2-fluorophenyl)-4-methyl-6-(trifluoromethyl)-5,6-dihydro-4H-1,3-oxazin-2-amine), FC(OC=1C=CC(=NC1)C(=O)O)(F)F (5-(trifluoromethoxy)picolinic acid). Product: NC=1O[C@@H](C[C@@](N1)(C)C=1C=C(C=CC1F)NC(C1=NC=C(C=C1)OC(F)(F)F)=O)C(F)(F)F (N-(3-((4S,6S)-2-Amino-4-methyl-6-(trifluoromethyl)-5,6-dihydro-4H-1,3-oxazin-4-yl)-4-fluorophenyl)-5-(trifluoromethoxy)picolinamide). As a reaction SMILES: [NH2:1][C:2]1[CH:3]=[CH:4][C:5]([F:20])=[C:6]([C@:8]2([CH3:19])[CH2:13][C@@H:12]([C:14]([F:17])([F:16])[F:15])[O:11][C:10]([NH2:18])=[N:9]2)[CH:7]=1.[F:21][C:22]([F:34])([F:33])[O:23][C:24]1[CH:25]=[CH:26][C:27]([C:30](O)=[O:31])=[N:28][CH:29]=1>>[NH2:18][C:10]1[O:11][C@H:12]([C:14]([F:16])([F:17])[F:15])[CH2:13][C@:8]([C:6]2[CH:7]=[C:2]([NH:1][C:30](=[O:31])[C:27]3[CH:26]=[CH:25][C:24]([O:23][C:22]([F:33])([F:21])[F:34])=[CH:29][N:28]=3)[CH:3]=[CH:4][C:5]=2[F:20])([CH3:19])[N:9]=1. Procedure: The coupling of (4S,6S)-4-(5-amino-2-fluorophenyl)-4-methyl-6-(trifluoromethyl)-5,6-dihydro-4H-1,3-oxazin-2-amine (XI-1) and 5-(trifluoromethoxy)picolinic acid [J. D. Scott et al. WO2011044181 (2011)] following General Procedure G yielded the title compound as a colorless amorphous solid. MS: m/z=481.4 [M+H]+.